describe an organic reaction: reactants, conditions, products, and yield From a dataset of the Open Reaction Database (ORD), a public repository of structured organic reaction records. Reactants: C1(CCCCC1)N(C(NC=1SC(=CN1)SCC(=O)O)=O)[C@@H]1CC[C@H](CC1)COC ({2-[3-cyclohexyl-3-(trans-4-methoxymethyl-cyclohexyl)-ureido]-thiazol-5-ylsulfanyl}-acetic acid), C1(CCCCC1)N[C@@H]1CC[C@H](CCC1)COC (cyclohexyl-(trans-4-methoxymethyl-cycloheptyl)-amine), C(C)OC(C(C)SC1=CN=C(S1)N)=O ((2-amino-thiazol-5-ylsulfanyl)-propionic acid ethyl ester). Yields the product C1(CCCCCC1)N(C(NC=1SC(=CN1)SCCC(=O)O)=O)[C@@H]1CC[C@H](CC1)COC (3-{2-[3-Cycloheptyl-3-(trans-4-methoxymethyl-cyclohexyl)-ureido]-thiazol-5-ylsulfanyl}-propionic acid). As a reaction SMILES: [CH:1]1([N:7]([C@H:21]2[CH2:26][CH2:25][C@H:24]([CH2:27][O:28][CH3:29])[CH2:23][CH2:22]2)[C:8](=[O:20])[NH:9][C:10]2[S:11][C:12]([S:15][CH2:16]C(O)=O)=[CH:13][N:14]=2)[CH2:6][CH2:5][CH2:4][CH2:3][CH2:2]1.[CH:30]1(N[C@H]2CCC[C@H](COC)CC2)CCCCC1.C([O:49][C:50](=[O:60])[CH:51](SC1SC(N)=NC=1)C)C>>[CH:1]1([N:7]([C@H:21]2[CH2:22][CH2:23][C@H:24]([CH2:27][O:28][CH3:29])[CH2:25][CH2:26]2)[C:8](=[O:20])[NH:9][C:10]2[S:11][C:12]([S:15][CH2:16][CH2:51][C:50]([OH:60])=[O:49])=[CH:13][N:14]=2)[CH2:6][CH2:5][CH2:4][CH2:30][CH2:3][CH2:2]1. Procedure: Prepared in a similar manner to {2-[3-cyclohexyl-3-(trans-4-methoxymethyl-cyclohexyl)-ureido]-thiazol-5-ylsulfanyl}-acetic acid via cyclohexyl-(trans-4-methoxymethyl-cycloheptyl)-amine and (2-amino-thiazol-5-ylsulfanyl)-propionic acid ethyl ester to give the title compound. The reactants are NC1=C2N=C(N(C2=NC(=N1)NC1CCCCC1)CC1=CC=CC=C1)Br (6-Amino-9-benzyl-8-bromo-2-cyclohexylaminopurine), CO (methanol). Solvent: Cl (hydrochloric acid). Product: NC1=C2N=C(N(C2=NC(=N1)NC1CCCCC1)CC1=CC=CC=C1)O (6-Amino-9-benzyl-2-cyclohexylamino-8-hydroxypurine). Isolated yield 23.0%. As a reaction SMILES: [NH2:1][C:2]1[N:10]=[C:9]([NH:11][CH:12]2[CH2:17][CH2:16][CH2:15][CH2:14][CH2:13]2)[N:8]=[C:7]2[C:3]=1[N:4]=[C:5](Br)[N:6]2[CH2:18][C:19]1[CH:24]=[CH:23][CH:22]=[CH:21][CH:20]=1.C[OH:27]>Cl>[NH2:1][C:2]1[N:10]=[C:9]([NH:11][CH:12]2[CH2:17][CH2:16][CH2:15][CH2:14][CH2:13]2)[N:8]=[C:7]2[C:3]=1[N:4]=[C:5]([OH:27])[N:6]2[CH2:18][C:19]1[CH:24]=[CH:23][CH:22]=[CH:21][CH:20]=1. Procedure details: 6-Amino-9-benzyl-8-bromo-2-cyclohexylaminopurine (82 mg, 0.20 mmol) in concentrated hydrochloric acid (30 ml) and methanol (20 ml) were refluxed for 5 hours under heating. After removal of methanol, the reaction mixture was made basic with 28% aqueous ammonia. The resulting crystals were filtered, washed with water and dried to give the subject compound (7 mg, yield 23%). The reactants are C[Li] (methyl lithium), C(C)OC([C@](CS(=O)(=O)C1=CC=C(C=C1)C)(C)F)=O ((S)-(-)-3-(p-toluenesulfonyl)-2-fluoro-2-methylpropionic acid monoethyl ester). Reagents/catalysts: [Cu](I)I (copper iodide). Run in CCOCC (ether), CCOCC (ether). Run at time 10 hour. The product is C(C)OC([C@@](CC)(C)F)=O ((S)-(-)-2-fluoro-2-methylbutanoic acid monoethyl ester). As a reaction SMILES: [CH3:1][Li].[CH2:3]([O:5][C:6](=[O:21])[C@@:7]([F:20])([CH3:19])[CH2:8]S(C1C=CC(C)=CC=1)(=O)=O)[CH3:4]>CCOCC.[Cu](I)I>[CH2:3]([O:5][C:6](=[O:21])[C@:7]([F:20])([CH3:19])[CH2:8][CH3:1])[CH3:4]. Procedure: 4.8 g (0.025 mol) of copper iodide was added to 10 ml of dried ether, which was cooled to -25°~-30° C. under a nitrogen gas flow and thereafter 36 ml of methyl lithium was added dropwise thereto. Then, 3.8 g (0.01 mol) of (S)-(-)-3-(p-toluenesulfonyl)-2-fluoro-2-methylpropionic acid monoethyl ester dissolved in 10 ml of dried ether at -15°~-20° C. was added dropwise thereto, which was stirred at 0°~5° C. for 10 hours. After the completion of the reaction, the precipitate was removed by filtratio... Starting materials: C(C)(C)(C)C1=NN(C(=C1)C(=O)OCC)CC(=O)N(C)C (ethyl 3-tert-butyl-1-(2-(dimethylamino)-2-oxoethyl)-1H-pyrazole-5-carboxylate), B.C1CCOC1 (borane THF). Run in C1CCOC1 (THF). Conditions: temperature 0 celsius, time 12 hour. Yields the product C(C)(C)(C)C1=NN(C(=C1)C(=O)OCC)CCN(C)C (ethyl 3-tert-butyl-1-(2-(dimethylamino)ethyl)-1H-pyrazole-5-carboxylate). Isolated yield 43.0%. RXN SMILES: [C:1]([C:5]1[CH:9]=[C:8]([C:10]([O:12][CH2:13][CH3:14])=[O:11])[N:7]([CH2:15][C:16]([N:18]([CH3:20])[CH3:19])=O)[N:6]=1)([CH3:4])([CH3:3])[CH3:2].B.C1COCC1>C1COCC1>[C:1]([C:5]1[CH:9]=[C:8]([C:10]([O:12][CH2:13][CH3:14])=[O:11])[N:7]([CH2:15][CH2:16][N:18]([CH3:20])[CH3:19])[N:6]=1)([CH3:2])([CH3:3])[CH3:4] |f:1.2|. Reported procedure: To a solution of ethyl 3-tert-butyl-1-(2-(dimethylamino)-2-oxoethyl)-1H-pyrazole-5-carboxylate (1.16 g, 4 mmol) in THF (10 mL) was added 1M borane/THF (12 ml, 12 mmol) at 0° C. under Ar and stirring continued for 12 h at 60° C. The mixture was cooled to 0° C., quenched with 3M HCl solution and heated to 60° C. for 30 min. The mixture was basified with solid NaHCO3 to pH around 8 and the product was extracted with CHCl3 (2×30 ml). The combined organics were washed with brine, dried (Na2SO4) and c... Reactants: COc1ccc2c(C(=O)c3ccc(F)c(Br)c3)c(-c3ccc(OCCN4CCCC4)cc3)sc2c1, [H-], [Na+], CN(C)C=O, O, OCCN1CCCC1. Product: COc1ccc2c(C(=O)c3ccc(OCCN4CCCC4)c(Br)c3)c(-c3ccc(OCCN4CCCC4)cc3)sc2c1. RXN SMILES: [CH3:11][O:12][c:13]1[cH:14][cH:15][c:16]2[c:17]([s:18][c:19](-[c:31]3[cH:32][cH:33][c:34]([O:37][CH2:38][CH2:39][N:40]4[CH2:41][CH2:42][CH2:43][CH2:44]4)[cH:35][cH:36]3)[c:20]2[C:21](=[O:22])[c:23]2[cH:24][c:25]([Br:30])[c:26]([F:29])[cH:27][cH:28]2)[cH:45]1.[H-:1].[Na+:2].[O:47]=[CH:48][N:49]([CH3:50])[CH3:51].[OH2:46].[OH:3][CH2:4][CH2:5][N:6]1[CH2:7][CH2:8][CH2:9][CH2:10]1>>[O:3]([CH2:4][CH2:5][N:6]1[CH2:7][CH2:8][CH2:9][CH2:10]1)[c:26]1[c:25]([Br:30])[cH:24][c:23]([C:21]([c:20]2[c:16]3[cH:15][cH:14][c:13]([O:12][CH3:11])[cH:45][c:17]3[s:18][c:19]2-[c:31]2[cH:32][cH:33][c:34]([O:37][CH2:38][CH2:39][N:40]3[CH2:41][CH2:42][CH2:43][CH2:44]3)[cH:35][cH:36]2)=[O:22])[cH:28][cH:27]1.